Dataset: the Open Reaction Database (ORD), a public repository of structured organic reaction records. Task: describe an organic reaction: reactants, conditions, products, and yield Starting materials: NC[C@@H]1[C@H]2CC(C[C@H]2CN1C(=O)C=1N=C(SC1C=1C=C(C=CC1)C)C)C ([(1S,2S,5R)-2-aminomethyl-7-methyl-3-aza-bicyclo[3.3.0]oct-3-yl]-(2-methyl-5-m-tolyl-thiazol-4-yl)-methanone), CC=1C=NC=C(C(=O)O)C1 (5-methyl-nicotinic acid). Yields the product CC=1C=NC=C(C(=O)NC[C@@H]2[C@H]3CC(C[C@H]3CN2C(=O)C=2N=C(SC2C=2C=C(C=CC2)C)C)C)C1 ((1S,2S,5R)-5-Methyl-N-[7-Methyl-3-(2-methyl-5-m-tolyl-thiazole-4-carbonyl)-3-aza-bicyclo[3.3.0]oct-2-ylmethyl]-nicotinamide). As a reaction SMILES: [NH2:1][CH2:2][C@H:3]1[N:10]([C:11]([C:13]2[N:14]=[C:15]([CH3:25])[S:16][C:17]=2[C:18]2[CH:19]=[C:20]([CH3:24])[CH:21]=[CH:22][CH:23]=2)=[O:12])[CH2:9][C@H:8]2[C@@H:4]1[CH2:5][CH:6]([CH3:26])[CH2:7]2.[CH3:27][C:28]1[CH:29]=[N:30][CH:31]=[C:32]([CH:36]=1)[C:33](O)=[O:34]>>[CH3:27][C:28]1[CH:29]=[N:30][CH:31]=[C:32]([CH:36]=1)[C:33]([NH:1][CH2:2][C@H:3]1[N:10]([C:11]([C:13]2[N:14]=[C:15]([CH3:25])[S:16][C:17]=2[C:18]2[CH:19]=[C:20]([CH3:24])[CH:21]=[CH:22][CH:23]=2)=[O:12])[CH2:9][C@H:8]2[C@@H:4]1[CH2:5][CH:6]([CH3:26])[CH2:7]2)=[O:34]. Reported procedure: prepared by reaction of [(1S,2S,5R)-2-aminomethyl-7-methyl-3-aza-bicyclo[3.3.0]oct-3-yl]-(2-methyl-5-m-tolyl-thiazol-4-yl)-methanone with 5-methyl-nicotinic acid. The reactants are BrC1=CC=C(C=C1)C1=NC=C(C=C1)C=COC (2-(p-bromophenyl)-5-(2-methoxyvinyl)pyridine). The solvent is O1CCCC1 (tetrahydrofuran). The product is BrC1=CC=C(C=C1)C1=NC=C(C=C1)CC=O ([2-(p-bromophenyl)-5-pyridyl]acetaldehyde). RXN SMILES: [Br:1][C:2]1[CH:7]=[CH:6][C:5]([C:8]2[CH:13]=[CH:12][C:11]([CH:14]=[CH:15][O:16]C)=[CH:10][N:9]=2)=[CH:4][CH:3]=1>O1CCCC1>[Br:1][C:2]1[CH:3]=[CH:4][C:5]([C:8]2[CH:13]=[CH:12][C:11]([CH2:14][CH:15]=[O:16])=[CH:10][N:9]=2)=[CH:6][CH:7]=1. Reported procedure: A solution of 12.4 g of 2-(p-bromophenyl)-5-(2-methoxyvinyl)pyridine in 200 ml of tetrahydrofuran/2N hydrochloric acid (vol. 4:1) is heated to reflux for 1 hour while stirring. The reaction mixture is subsequently partitioned three times in diethyl ether/water. The organic extracts are washed twice with water, dried over magnesium sulphate, filtered and evaporated, whereby [2-(p-bromophenyl)-5-pyridyl]acetaldehyde is obtained as the residue.